From a dataset of the Open Reaction Database (ORD), a public repository of structured organic reaction records. describe an organic reaction: reactants, conditions, products, and yield Reactants: crude mixture, C(=O)([O-])[O-].[Na+].[Na+] (Na2CO3), C(=O)NC1=C(C=CC=C1)C (N-formyl-2-methylaniline), P12(=S)SP3(=S)SP(=S)(S1)SP(=S)(S2)S3 (phosphorus pentasulfide), ClCCC(C)=O (4-Chloro-2-butanone). The solvent is O (H2O), O1CCOCC1 (1,4-dioxane). Reaction conditions: time 15 minute. Yields the product [Cl-].CC1=C(C=CC=C1)[N+]1=CSC(=C1C)C (3-(2-methylphenyl)-4,5-dimethylthiazolium chloride). Yield: 164.6%. Reaction SMILES: [CH:1]([NH:3][C:4]1[CH:9]=[CH:8][CH:7]=[CH:6][C:5]=1[CH3:10])=O.P12(SP3(SP(SP(S3)(S1)=S)(=S)S2)=S)=[S:12].[Cl:25][CH2:26][CH2:27][C:28](=O)[CH3:29].C([O-])([O-])=O.[Na+].[Na+]>O1CCOCC1.O>[Cl-:25].[CH3:10][C:5]1[CH:6]=[CH:7][CH:8]=[CH:9][C:4]=1[N+:3]1[C:27]([CH3:26])=[C:28]([CH3:29])[S:12][CH:1]=1 |f:3.4.5,8.9|. Procedure details: A mixture of 8b (4.055 g, 30 mmol) and phosphorus pentasulfide (1.351 g, 3.04 mmol) in dry 1,4-dioxane (4 mL) was stirred at room temperature for 15 min under an argon atmosphere. 4-Chloro-2-butanone (2.131 g, 20 mmol) was added and the resulting slurry was heated at 100° C. The reaction mixture was refluxed for 50 min, initially becoming clear yellow and finally deep red. After cooling at room temperature, the crude mixture was diluted with H2O (20 mL). Na2CO3 was added to the reaction mixture ... Starting materials: [Al+3].[Cl-].[Cl-].[Cl-] (AlCl3), C1(CCC1)C(=O)O (cyclobutane carboxylic acid), C1(=CC=CC=C1)OC (anisole). The solvent is [N+](=O)([O-])CC (nitroethane), [N+](=O)([O-])CC (nitroethane). Conditions: time 5 hour. Product: C1(CCC1)C(=O)C1=CC=C(C=C1)OC (Cyclobutyl-(4-methoxy-phenyl)-methanone). RXN SMILES: [Al+3].[Cl-].[Cl-].[Cl-].[CH:5]1([C:9]([OH:11])=O)[CH2:8][CH2:7][CH2:6]1.[C:12]1([O:18][CH3:19])[CH:17]=[CH:16][CH:15]=[CH:14][CH:13]=1>[N+](CC)([O-])=O>[CH:5]1([C:9]([C:15]2[CH:16]=[CH:17][C:12]([O:18][CH3:19])=[CH:13][CH:14]=2)=[O:11])[CH2:6][CH2:7][CH2:8]1 |f:0.1.2.3|. Procedure: A solution of AlCl3 (13.4 g) in nitroethane (25 ml) was added to a solution of cyclobutane carboxylic acid (10.0 g) and anisole (10.8 g) in nitroethane (75 ml) at 10° C. The mixture was stirred for 5 hours at room temperature, was than poured on ice and extracted with MTBE. The organic phase was washed with aqueous sodium hydroxide, water and brine, dried (MgSO4) and concentrated in vacuo. The essentially clean ketone (10.8 g) was used in the next step. The reactants are CC1=C(SC=C1)C(CC1=CC=CC=C1)N (α-(3-methyl-2-thienyl)benzeneethanamine), C(C)(=O)OC(C)=O (acetic anhydride). The solvent is N1=CC=CC=C1 (pyridine). Conditions: time 8 hour. Product: C(C)(=O)ONC(CC1=CC=CC=C1)C=1SC=CC1C (N-acetoxy-α-(3-methyl-2-thienyl)benzeneethanamine). Isolated yield 68.1%. Reaction SMILES: [CH3:1][C:2]1[CH:6]=[CH:5][S:4][C:3]=1[CH:7]([NH2:15])[CH2:8][C:9]1[CH:14]=[CH:13][CH:12]=[CH:11][CH:10]=1.[C:16]([O:19]C(=O)C)(=[O:18])[CH3:17]>N1C=CC=CC=1>[C:16]([O:19][NH:15][CH:7]([C:3]1[S:4][CH:5]=[CH:6][C:2]=1[CH3:1])[CH2:8][C:9]1[CH:10]=[CH:11][CH:12]=[CH:13][CH:14]=1)(=[O:18])[CH3:17]. Reported procedure: To a stirred solution of 10 g (0.047 mol) of α-(3-methyl-2-thienyl)benzeneethanamine in 50 ml of pyridine at ambient temperature was added dropwise 6.6 ml (0.07 mol) of acetic anhydride. Mixture was allowed to stand overnight, diluted with 500 ml of ETOAC, washed with 1N HCl until acidic, water, brine and dried. The resulting dark oil obtained from concentration of the organics was purified by chromatography on silica gel to give 8.2 g ( 0.032 mol) of N-acetoxy-α-(3-methyl-2-thienyl)benzeneethan... Reactants: camphor enol triflate, COC(=O)[C@]12C(=C[C@H](CC1)C2(C)C)C2=C(C=C(C=C2OC)C(C)(CCCCCC)C)OC ((1R,4S)-methyl-2-(2,6-dimethoxy-4-(2-methyloctan-2-yl)phenyl)-7,7-dimethylbicyclo[2.2.1]hept-2-ene-1-carboxylate), COC1=C(C(=CC(=C1)C(C)(CCCCC)C)OC)B1OC(C(O1)(C)C)(C)C (2-(2,6-dimethoxy-4-(2-methylheptan-2-yl)phenyl)-4,4,5,5-tetramethyl-1,3,2-dioxaborolane). The reagents and catalysts are C=1C=CC(=CC1)[P](C=2C=CC=CC2)(C=3C=CC=CC3)[Pd]([P](C=4C=CC=CC4)(C=5C=CC=CC5)C=6C=CC=CC6)([P](C=7C=CC=CC7)(C=8C=CC=CC8)C=9C=CC=CC9)[P](C=1C=CC=CC1)(C=1C=CC=CC1)C=1C=CC=CC1 (Pd(PPh3)4). Yields the product COC1=C(C(=CC(=C1)C(C)(CCCCCC)C)OC)C=1[C@@]2(CC[C@H](C1)C2(C)C)C ((1R,4R)-2-(2,6-dimethoxy-4-(2-methyloctan-2-yl)phenyl)-1,7,7-trimethylbicyclo[2.2.1]hept-2-ene), oil. The yield is 75.0%. As a reaction SMILES: CO[C:3]([C@@:5]12[C:11]([CH3:13])([CH3:12])[C@@H:8]([CH2:9][CH2:10]1)[CH:7]=[C:6]2[C:14]1[C:19]([O:20][CH3:21])=[CH:18][C:17]([C:22]([CH3:30])([CH2:24][CH2:25][CH2:26][CH2:27][CH2:28][CH3:29])[CH3:23])=[CH:16][C:15]=1[O:31][CH3:32])=O.COC1C=C(C(C)(CCCCC)C)C=C(OC)C=1B1OC(C)(C)C(C)(C)O1>C1C=CC([P]([Pd]([P](C2C=CC=CC=2)(C2C=CC=CC=2)C2C=CC=CC=2)([P](C2C=CC=CC=2)(C2C=CC=CC=2)C2C=CC=CC=2)[P](C2C=CC=CC=2)(C2C=CC=CC=2)C2C=CC=CC=2)(C2C=CC=CC=2)C2C=CC=CC=2)=CC=1>[CH3:32][O:31][C:15]1[CH:16]=[C:17]([C:22]([CH3:30])([CH2:24][CH2:25][CH2:26][CH2:27][CH2:28][CH3:29])[CH3:23])[CH:18]=[C:19]([O:20][CH3:21])[C:14]=1[C:6]1[C@@:5]2([CH3:3])[C:11]([CH3:13])([CH3:12])[C@@H:8]([CH:7]=1)[CH2:9][CH2:10]2 |^1:63,65,84,103|. Procedure: The title compound was prepared by the general procedure described for compound 11a, using pinacol arylboronate 3 (mixed with 1) 0.755 g, camphor enol triflate 10a 0.5 g (1.76 mmol), Pd(PPh3)4 0.122 g (0.011 mmol) and t-BuNF 2.64 ml (2.64 mmol, 1M solution in THF) to give yellowish oil 0.525 g (75%), which solidified upon standing at −20° C. to give a white solid. mp 34-36° C.; 1H NMR (300 MHz, CDCl3) δ ppm 6.50 (s, 2H), 5.87 (d, J=3.27 Hz, 1H), 3.74 (s, 6H), 2.37 (t, J=3.46, 1H), 1.88 (m, 1H), ...